This data is from the Open Reaction Database (ORD), a public repository of structured organic reaction records. The task is: describe an organic reaction: reactants, conditions, products, and yield Starting materials: C(C)OC(=O)C=1C=NC2=C(C=CC=C2C1Cl)C(F)(F)F (4-chloro-8-trifluoromethyl-quinoline-3-carboxylic acid ethyl ester), OC=1C=C(C=CC1)B(O)O (3-hydroxyphenylboronic acid). Yields the product OC=1C=C(C=CC1)C1=C(C=NC2=C(C=CC=C12)C(F)(F)F)C(=O)OCC (ETHYL 4-(3-HYDROXYPHENYL)-8-(TRIFLUOROMETHYL)QUINOLINE-3-CARBOXYLATE). RXN SMILES: [CH2:1]([O:3][C:4]([C:6]1[CH:7]=[N:8][C:9]2[C:14]([C:15]=1Cl)=[CH:13][CH:12]=[CH:11][C:10]=2[C:17]([F:20])([F:19])[F:18])=[O:5])[CH3:2].[OH:21][C:22]1[CH:23]=[C:24](B(O)O)[CH:25]=[CH:26][CH:27]=1>>[OH:21][C:22]1[CH:27]=[C:26]([C:15]2[C:14]3[C:9](=[C:10]([C:17]([F:20])([F:19])[F:18])[CH:11]=[CH:12][CH:13]=3)[N:8]=[CH:7][C:6]=2[C:4]([O:3][CH2:1][CH3:2])=[O:5])[CH:25]=[CH:24][CH:23]=1. Reported procedure: The title compound was prepared from 4-chloro-8-trifluoromethyl-quinoline-3-carboxylic acid ethyl ester and 3-hydroxyphenylboronic acid according to the procedure of Example 1. MS (ES) m/z 359.9. The reactants are ClC=1C=C(C=C(C1)Cl)S(=O)(=O)NC1=CC=C2C(=CN(C2=C1)C)C(C(=O)Cl)=O ([6-(3,5-dichloro-phenylsulphonylamino)-1-methyl-1H-indol-3-yl]-oxo-acetyl-chloride), N (ammonia). The solvent is O1CCCC1 (tetrahydrofuran). Reaction conditions: time 3.5 hour. The product is ClC=1C=C(C=C(C1)Cl)S(=O)(=O)NC1=CC=C2C(=CN(C2=C1)C)C(C(=O)N)=O (2-[6-(3,5-dichloro-phenylsulphonylamino)-1-methyl-1H-indol-3-yl]-2-oxo-acetamide). Reaction SMILES: [Cl:1][C:2]1[CH:3]=[C:4]([S:9]([NH:12][C:13]2[CH:21]=[C:20]3[C:16]([C:17]([C:23](=[O:27])[C:24](Cl)=[O:25])=[CH:18][N:19]3[CH3:22])=[CH:15][CH:14]=2)(=[O:11])=[O:10])[CH:5]=[C:6]([Cl:8])[CH:7]=1.[NH3:28]>O1CCCC1>[Cl:1][C:2]1[CH:3]=[C:4]([S:9]([NH:12][C:13]2[CH:21]=[C:20]3[C:16]([C:17]([C:23](=[O:27])[C:24]([NH2:28])=[O:25])=[CH:18][N:19]3[CH3:22])=[CH:15][CH:14]=2)(=[O:11])=[O:10])[CH:5]=[C:6]([Cl:8])[CH:7]=1. Procedure: 400 mg [6-(3,5-dichloro-phenylsulphonylamino)-1-methyl-1H-indol-3-yl]-oxo-acetyl-chloride are dissolved in 1.5 ml tetrahydrofuran, combined with 550 μl concentrated ammonia (32% solution in water) and stirred for 3.5 hours. The solvent is eliminated in vacuo and the residue is extracted from a little methanol. The solid is suction filtered and dried in vacuo.